Dataset: the Open Reaction Database (ORD), a public repository of structured organic reaction records. Task: describe an organic reaction: reactants, conditions, products, and yield Reactants: CC(=O)O, COC(=O)CC(CNC(=O)C(F)(F)F)c1ccc(Cl)c([N+](=O)[O-])c1, [Fe], O. Yields the product COC(=O)CC(CNC(=O)C(F)(F)F)c1ccc(Cl)c(N)c1. As a reaction SMILES: [CH3:25][C:26](=[O:27])[OH:28].[Cl:1][c:2]1[c:3]([N+:22]([O-:23])=[O:24])[cH:4][c:5]([CH:8]([CH2:9][C:10](=[O:11])[O:12][CH3:13])[CH2:14][NH:15][C:16]([C:17]([F:18])([F:19])[F:20])=[O:21])[cH:6][cH:7]1.[Fe:30].[OH2:29]>>[Cl:1][c:2]1[c:3]([NH2:22])[cH:4][c:5]([CH:8]([CH2:9][C:10](=[O:11])[O:12][CH3:13])[CH2:14][NH:15][C:16]([C:17]([F:18])([F:19])[F:20])=[O:21])[cH:6][cH:7]1.